Task: describe an organic reaction: reactants, conditions, products, and yield. Dataset: the Open Reaction Database (ORD), a public repository of structured organic reaction records Reactants: CC(=O)O, O=C1OCCC12Sc1ccc([N+](=O)[O-])cc1C2=O. Product: Nc1ccc2c(c1)C(=O)C1(CCOC1=O)S2. As a reaction SMILES: [CH3:19][C:20](=[O:21])[OH:22].[N+:1]([O-:2])(=[O:3])[c:4]1[cH:5][c:6]2[c:7]([cH:17][cH:18]1)[S:8][C:9]1([C:10]2=[O:11])[C:12](=[O:16])[O:13][CH2:14][CH2:15]1>>[NH2:1][c:4]1[cH:5][c:6]2[c:7]([cH:17][cH:18]1)[S:8][C:9]1([C:10]2=[O:11])[C:12](=[O:16])[O:13][CH2:14][CH2:15]1.